From a dataset of the Open Reaction Database (ORD), a public repository of structured organic reaction records. describe an organic reaction: reactants, conditions, products, and yield Reactants: [Al+3], COc1cc2c(cc1Br)C(c1ccccc1Cl)=NCC(=O)N2, [Cl-], [Cl-], [Cl-], ClCCCl, O. The product is O=C1CN=C(c2ccccc2Cl)c2cc(Br)c(O)cc2N1. As a reaction SMILES: [Al+3:26].[Br:1][c:2]1[c:3]([O:21][CH3:22])[cH:4][c:5]2[c:6]([cH:20]1)[C:7]([c:13]1[c:14]([Cl:19])[cH:15][cH:16][cH:17][cH:18]1)=[N:8][CH2:9][C:10](=[O:12])[NH:11]2.[Cl-:23].[Cl-:24].[Cl-:25].[Cl:28][CH2:29][CH2:30][Cl:31].[OH2:27]>>[Br:1][c:2]1[c:3]([OH:21])[cH:4][c:5]2[c:6]([cH:20]1)[C:7]([c:13]1[c:14]([Cl:19])[cH:15][cH:16][cH:17][cH:18]1)=[N:8][CH2:9][C:10](=[O:12])[NH:11]2. The reactants are C(C)NCCCC1CCN(CC1)CC(=O)N1C2=C(NC(C3=C1C=CC=C3)=O)C=CC=N2 (5,11-dihydro-11-[[4-[3-(ethylamino)propyl]-1-piperidinyl]acetyl]-6H-pyrido[2,3-b][1,4]benzodiazepin-6-one), C(C1=CC=CC=C1)(=O)Cl (benzoic acid chloride). The solvent is C(C)(=O)OCC (ethyl acetate). Yields the product Cl.Cl.C(C1=CC=CC=C1)(=O)CCNCCCC1CCN(CC1)CC(=O)N1C2=C(NC(C3=C1C=CC=C3)=O)C=CC=N2 (5,11-Dihydro-11-[[4-[3-[(benzoyl)ethylamino]propyl]-1-piperidinyl]acetyl]-6H-pyrido[2,3-b][1,4]benzodiazepin-6-one dihydrochloride). Isolated yield 62.0%. Reaction SMILES: [CH2:1]([NH:3][CH2:4][CH2:5][CH2:6][CH:7]1[CH2:12][CH2:11][N:10]([CH2:13][C:14]([N:16]2[C:22]3[CH:23]=[CH:24][CH:25]=[CH:26][C:21]=3[C:20](=[O:27])[NH:19][C:18]3[CH:28]=[CH:29][CH:30]=[N:31][C:17]2=3)=[O:15])[CH2:9][CH2:8]1)[CH3:2].[C:32]([Cl:40])(=[O:39])[C:33]1[CH:38]=[CH:37][CH:36]=[CH:35][CH:34]=1>C(OCC)(=O)C>[ClH:40].[ClH:40].[C:32]([CH2:2][CH2:1][NH:3][CH2:4][CH2:5][CH2:6][CH:7]1[CH2:12][CH2:11][N:10]([CH2:13][C:14]([N:16]2[C:22]3[CH:23]=[CH:24][CH:25]=[CH:26][C:21]=3[C:20](=[O:27])[NH:19][C:18]3[CH:28]=[CH:29][CH:30]=[N:31][C:17]2=3)=[O:15])[CH2:9][CH2:8]1)(=[O:39])[C:33]1[CH:38]=[CH:37][CH:36]=[CH:35][CH:34]=1 |f:3.4.5|. Procedure details: Prepared analogously to Example 1 from 5,11-dihydro-11-[[4-[3-(ethylamino)propyl]-1-piperidinyl]acetyl]-6H-pyrido[2,3-b][1,4]benzodiazepin-6-one and benzoic acid chloride. The free base is dissolved in ethyl acetate and the dihydrochloride is precipitated by the addition of ethereal hydrochloric acid. The desired compound is obtained in a yield of 62% by recrystallisation from ethanol. Starting materials: [N-]=[N+]=NOC(=O)c1ccccc1, CO, [Cl-], [Cl-], C=[N+]=[N-], C[Si](C)(C)N=[N+]=[N-], OOO, [N-]=[N+]=NO, [Zn+2]. Yields the product NOC(=O)c1ccccc1. As a reaction SMILES: [C:18]([c:19]1[cH:20][cH:21][cH:22][cH:23][cH:24]1)(=[O:25])[O:26][N:27]=[N+:28]=[N-:29].[CH3:30][OH:31].[Cl-:32].[Cl-:34].[N+:4](=[CH2:5])=[N-:6].[N:11]([Si:12]([CH3:13])([CH3:14])[CH3:15])=[N+:16]=[N-:17].[O:1]([OH:2])[OH:3].[OH:7][N:8]=[N+:9]=[N-:10].[Zn+2:33]>>[C:18]([c:19]1[cH:20][cH:21][cH:22][cH:23][cH:24]1)(=[O:25])[O:26][NH2:27]. Starting materials: OCC1=CC=C(C=C1)C1=CC(=NN1C1=CC=C(C=C1)S(=O)(=O)N)C(F)(F)F (4-[5-(4-Hydroxymethylphenyl)-3-(trifluoromethyl)-1H-pyrazol-1-yl]benzenesulfonamide), CC(=O)C.OS(=O)(=O)O.O=[Cr](=O)=O (Jones reagent), C(C)(=O)OCC (ethyl acetate), O (H2O). The solvent is CC(=O)C (acetone). Product: NS(=O)(=O)C1=CC=C(C=C1)N1N=C(C=C1C1=CC=C(C(=O)O)C=C1)C(F)(F)F (4-[1-(4-(Aminosulfonyl)phenyl)-3-(trifluoromethyl)-1H-pyrazol-5-yl]benzoic Acid). Reaction SMILES: [OH:1][CH2:2][C:3]1[CH:8]=[CH:7][C:6]([C:9]2[N:13]([C:14]3[CH:19]=[CH:18][C:17]([S:20]([NH2:23])(=[O:22])=[O:21])=[CH:16][CH:15]=3)[N:12]=[C:11]([C:24]([F:27])([F:26])[F:25])[CH:10]=2)=[CH:5][CH:4]=1.CC(C)=[O:30].OS(O)(=O)=O.O=[Cr](=O)=O.C(OCC)(=O)C.O>CC(C)=O>[NH2:23][S:20]([C:17]1[CH:16]=[CH:15][C:14]([N:13]2[C:9]([C:6]3[CH:5]=[CH:4][C:3]([C:2]([OH:30])=[O:1])=[CH:8][CH:7]=3)=[CH:10][C:11]([C:24]([F:25])([F:26])[F:27])=[N:12]2)=[CH:19][CH:18]=1)(=[O:22])=[O:21] |f:1.2.3|. Procedure details: To the product from Example 11 in 2 mL of acetone was added 1.33 M Jones reagent until an orange color persisted. The reaction was poured into 20 mL of ethyl acetate and 20 mL of H2O and the organic layer separated, washed with saturated sodium bisulfite and dried over MgSO4. The crude product was filtered through silica gel/Celite to afford the title compound as a yellow solid: HRMS m/z 411.0507 (calc'd for C17H12N3O4SF3, 411.0500). The reactants are ClC=1C(OC(OC1C)(C)C)=O (5-chloro-2,2,6-trimethyl-4H-1,3-dioxin-4-one), [N+](=O)([O-])C1=CC=C(C=C1)O (4-nitrophenol). Solvent: C=1(C(=CC=CC1)C)C (xylene). Conditions: temperature 135 celsius, time 15 minute. Product: ClC(C(=O)OC1=CC=C(C=C1)[N+](=O)[O-])C(=O)C (4-Nitrophenyl 2-Chloroacetoacetate). Isolated yield 84.6%. As a reaction SMILES: [Cl:1][C:2]1[C:3](=[O:11])[O:4][C:5]([CH3:10])([CH3:9])[O:6][C:7]=1[CH3:8].[N+:12]([C:15]1[CH:20]=CC(O)=C[CH:16]=1)([O-:14])=[O:13]>C1(C)C(C)=CC=CC=1>[Cl:1][CH:2]([C:7]([CH3:8])=[O:6])[C:3]([O:4][C:5]1[CH:10]=[CH:20][C:15]([N+:12]([O-:14])=[O:13])=[CH:16][CH:9]=1)=[O:11]. Procedure details: A solution of 5-chloro-2,2,6-trimethyl-4H-1,3-dioxin-4-one (8.8 g, 50 mmol) and 4-nitrophenol (7.65 g, 55 mmol) in 5 ml of xylene under continuous nitrogen purge was immersed in an oil bath preheated to 110° C. The reaction was then heated to 135° C. and then stirred an additional 15 minutes. The pale brown reaction was cooled to 20° C. and the precipitated product washed with ether/hexanes to afford 10.9 g (84%) of the title compound as flaky, white crystals. Reactants: Cl (hydrochloric acid), [OH-].[Na+] (sodium hydroxide), C(C)OC(=O)C=1C=NN2C1N=CC(=C2)C#N (6-cyano-pyrazolo[1,5-a]pyrimidine-3-carboxylic acid ethyl ester), Ice water. The solvent is C(C)O (ethanol). Conditions: temperature 60 celsius. The product is C(N)(=O)C=1C=NC=2N(C1)N=CC2C(=O)O (6-carbamoyl-pyrazolo[1,5-a]pyrimidine-3-carboxylic acid). The yield is 75.0%. Reaction SMILES: [OH-:1].[Na+].C([O:5][C:6]([C:8]1[CH:9]=[N:10][N:11]2[CH:16]=[C:15]([C:17]#[N:18])[CH:14]=[N:13][C:12]=12)=[O:7])C.Cl>C(O)C>[C:17]([C:15]1[CH:14]=[N:13][C:12]2[N:11]([N:10]=[CH:9][C:8]=2[C:6]([OH:5])=[O:7])[CH:16]=1)(=[O:1])[NH2:18] |f:0.1|. Reported procedure: An aqueous solution of sodium hydroxide (10%, 5 mL) was added to a suspension of 6-cyano-pyrazolo[1,5-a]pyrimidine-3-carboxylic acid ethyl ester (0.35 mg, 1.62 mmol) in ethanol (5 mL) and the reaction mixture was heated at 60° C. for 5 hours. Ice-water was added and the resulting mixture was acidified until pH<1 by addition of an aqueous solution of hydrochloric acid (3 M). The solid which crashed out was collected by filtration, washed twice with water, methanol and diethyl ether, dried under r... Reactants: C(C1=CC=CC=C1)OC1C(=NC=CC1=O)C (3-Benzyloxy-2-methyl-4-pyridone), C(C)(C)N(CC)C(C)C (Diisopropylethylamine), solution, tetramethylsilyldiazomethane. Solvent: CO.C(C)#N (methanol acetonitrile), CCCCCC (n-hexane). Reaction conditions: time 8 hour. Yields the product C(C1=CC=CC=C1)OC=1C(=NC=CC1OC)C (3-benzyloxy-4-methoxy-2-methylpyridine). Yield: 75.5%. Reaction SMILES: [CH2:1]([O:8][CH:9]1[C:14](=[O:15])[CH:13]=[CH:12][N:11]=[C:10]1[CH3:16])[C:2]1[CH:7]=[CH:6][CH:5]=[CH:4][CH:3]=1.[CH:17](N(C(C)C)CC)(C)C>CO.C(#N)C.CCCCCC>[CH2:1]([O:8][C:9]1[C:10]([CH3:16])=[N:11][CH:12]=[CH:13][C:14]=1[O:15][CH3:17])[C:2]1[CH:3]=[CH:4][CH:5]=[CH:6][CH:7]=1 |f:2.3|. Procedure details: 3-Benzyloxy-2-methyl-4-pyridone (21.5 g, 0.10 mol) was suspended in methanol-acetonitrile (1:9 v/v, 400 ml). Diisopropylethylamine (18.1 g, 0.14 mol) was added to the suspension. The mixture was then stirred. A 2.0 M solution (70 ml) of tetramethylsilyldiazomethane in n-hexane was added dropwise to the mixture, and a reaction was allowed to proceed at room temperature overnight. The reaction solution was concentrated under the reduced pressure. The concentrate was applied to column chromatograph... Reactants: N#N (N2), 4-oxo, O=C1CCC=2NC(=CC21)C(=O)OC (methyl 4-oxo-1,4,5,6-tetrahydrocyclopenta[b]pyrrole-2-carboxylate), C1=C(C=CC2=CC=CC=C12)[Mg]Br (2-naphthalenylmagnesium bromide), C1=C(C=CC2=CC=CC=C12)[Mg]Br (2-naphthalenylmagnesium bromide), CC=1C=C(\C=C\2/CCC=3NC(=CC32)C(=O)OC)C=CC1C ((E)-methyl 4-(3,4-dimethylbenzylidene)-1,4,5,6-tetrahydrocyclopenta[b]pyrrole-2-carboxylate). Reagents/catalysts: [Pd] (Pd/C). Run in CCOCC (Et2O), C1CCOC1 (THF). Product: C1=C(C=CC2=CC=CC=C12)CC1CCC=2NC(=CC21)C(=O)OC (methyl 4-(naphthalen-2-ylmethyl)-1,4,5,6-tetrahydrocyclopenta[b]pyrrole-2-carboxylate). RXN SMILES: O=[C:2]1[C:9]2[CH:8]=[C:7]([C:10]([O:12][CH3:13])=[O:11])[NH:6][C:5]=2[CH2:4][CH2:3]1.C1C2C(=CC=CC=2)C=CC=1[Mg]Br.N#N.C[C:29]1[CH:30]=[C:31]([CH:45]=[CH:46][C:47]=1C)/[CH:32]=[C:33]1\CC[C:36]2NC(C(OC)=O)=[CH:39][C:40]\1=2>C1COCC1.[Pd].CCOCC>[CH:39]1[C:30]2[C:31](=[CH:45][CH:46]=[CH:47][CH:29]=2)[CH:32]=[CH:33][C:40]=1[CH2:36][CH:2]1[C:9]2[CH:8]=[C:7]([C:10]([O:12][CH3:13])=[O:11])[NH:6][C:5]=2[CH2:4][CH2:3]1. Procedure: The title compound was synthesized in two steps. First, methyl 4-oxo-1,4,5,6-tetrahydrocyclopenta[b]pyrrole-2-carboxylate (1.00 g, 5.58 mmol) was reacted with 2-naphthalenylmagnesium bromide (55 mL, 21 mmol) according to General Procedure 3. In this example, the 2-naphthalenylmagnesium bromide was first placed in a separate flask and the Et2O was blown off with N2. The residue was then dissolved in 50 mL THF, and added to the 4-oxo solution over 20 min via cannulae. The resulting exo-olefin ((E)...